This data is from the Open Reaction Database (ORD), a public repository of structured organic reaction records. The task is: describe an organic reaction: reactants, conditions, products, and yield The reactants are Cc1ccc2[nH]c3c(c2c1)CN(C)CC3, C=Cc1ccc(Cl)cc1, [H-], [Na+], CN(C)C=O. Product: Cc1ccc2c(c1)c1c(n2CCc2ccc(Cl)cc2)CCN(C)C1. RXN SMILES: [CH3:1][N:2]1[CH2:3][c:4]2[c:5]([nH:6][c:7]3[cH:8][cH:9][c:10]([CH3:13])[cH:11][c:12]23)[CH2:14][CH2:15]1.[Cl:16][c:17]1[cH:18][cH:19][c:20]([CH:21]=[CH2:22])[cH:23][cH:24]1.[H-:26].[Na+:25].[O:27]=[CH:28][N:29]([CH3:30])[CH3:31]>>[CH3:1][N:2]1[CH2:3][c:4]2[c:5]([n:6]([CH2:22][CH2:21][c:20]3[cH:19][cH:18][c:17]([Cl:16])[cH:24][cH:23]3)[c:7]3[cH:8][cH:9][c:10]([CH3:13])[cH:11][c:12]23)[CH2:14][CH2:15]1. Starting materials: C(C)(C)(C)OC(C1=CC=C(C=C1)N1CCC(CC1)C1=CC=C(C=C1)NC(=O)C=1N=C(OC1C(F)(F)F)C1=CC=CC=C1)=O (4-(4-{4-[(2-phenyl-5-trifluoromethyl-oxazole-4-carbonyl)-amino]-phenyl}-piperidin-1-yl)-benzoic acid tert-butyl ester). Solvent: C(Cl)Cl (methylene chloride), FC(C(=O)O)(F)F (trifluoroacetic acid). Run at time 1 hour. Product: C1(=CC=CC=C1)C=1OC(=C(N1)C(=O)NC1=CC=C(C=C1)C1CCN(CC1)C1=CC=C(C(=O)O)C=C1)C(F)(F)F (4-(4-{4-[(2-phenyl-5-trifluoromethyl-oxazole-4-carbonyl)-amino]-phenyl}-piperidin-1-yl)-benzoic acid). The yield is 69.0%. Reaction SMILES: C([O:5][C:6](=[O:43])[C:7]1[CH:12]=[CH:11][C:10]([N:13]2[CH2:18][CH2:17][CH:16]([C:19]3[CH:24]=[CH:23][C:22]([NH:25][C:26]([C:28]4[N:29]=[C:30]([C:37]5[CH:42]=[CH:41][CH:40]=[CH:39][CH:38]=5)[O:31][C:32]=4[C:33]([F:36])([F:35])[F:34])=[O:27])=[CH:21][CH:20]=3)[CH2:15][CH2:14]2)=[CH:9][CH:8]=1)(C)(C)C>C(Cl)Cl.FC(F)(F)C(O)=O>[C:37]1([C:30]2[O:31][C:32]([C:33]([F:34])([F:35])[F:36])=[C:28]([C:26]([NH:25][C:22]3[CH:21]=[CH:20][C:19]([CH:16]4[CH2:15][CH2:14][N:13]([C:10]5[CH:9]=[CH:8][C:7]([C:6]([OH:43])=[O:5])=[CH:12][CH:11]=5)[CH2:18][CH2:17]4)=[CH:24][CH:23]=3)=[O:27])[N:29]=2)[CH:42]=[CH:41][CH:40]=[CH:39][CH:38]=1. Procedure details: The above 4-(4-{4-[(2-phenyl-5-trifluoromethyl-oxazole-4-carbonyl)-amino]-phenyl}-piperidin-1-yl)-benzoic acid tert-butyl ester (40 mg) was dissolved in a mixture of methylene chloride (2 mL) and trifluoroacetic acid (2 mL). The mixture was stirred at room temperature for 1 hr and solvents were evaporated. The residue was extracted with ethyl acetate and water. The organic layer was dried and solvents were evaporated. The residue was triturated with ethyl acetate to give a solid as 4-(4-{4-[(2-p...